This data is from the Open Reaction Database (ORD), a public repository of structured organic reaction records. The task is: describe an organic reaction: reactants, conditions, products, and yield Reaction SMILES: [CH3:24][N:25]=[C:26]=[O:27].[CH3:28][c:29]1[cH:30][cH:31][cH:32][cH:33][cH:34]1.[CH:1]1([CH2:6][CH:7]([C:8](=[O:9])[NH2:10])[c:11]2[cH:12][c:13]([N+:21](=[O:22])[O-:23])[c:14]([S:17](=[O:18])(=[O:19])[CH3:20])[cH:15][cH:16]2)[CH2:2][CH2:3][CH2:4][CH2:5]1>>[CH:1]1([CH2:6][CH:7]([C:8](=[O:9])[NH:10][C:26]([NH:25][CH3:24])=[O:27])[c:11]2[cH:12][c:13]([N+:21](=[O:22])[O-:23])[c:14]([S:17](=[O:18])(=[O:19])[CH3:20])[cH:15][cH:16]2)[CH2:2][CH2:3][CH2:4][CH2:5]1. Starting materials: CN=C=O, Cc1ccccc1, CS(=O)(=O)c1ccc(C(CC2CCCC2)C(N)=O)cc1[N+](=O)[O-]. The product is CNC(=O)NC(=O)C(CC1CCCC1)c1ccc(S(C)(=O)=O)c([N+](=O)[O-])c1. The reactants are COC1=CC=C(C(=O)NCC(=O)C=2OC=CC2)C=C1 (N-(4-methoxybenzoyl)-(2-furylcarbonyl)methylamine), [H-].[Na+] (sodium hydride), BrCC(=O)OCC (ethyl bromoacetate). Product: COC1=CC=C(C(=O)NC(CC(=O)OCC)C(=O)C=2OC=CC2)C=C1 (ethyl 3-(4-methoxybenzoylamino)-3-(2-furylcarbonyl)propionate). The yield is 73.0%. As a reaction SMILES: [CH3:1][O:2][C:3]1[CH:19]=[CH:18][C:6]([C:7]([NH:9][CH2:10][C:11]([C:13]2[O:14][CH:15]=[CH:16][CH:17]=2)=[O:12])=[O:8])=[CH:5][CH:4]=1.[H-].[Na+].Br[CH2:23][C:24]([O:26][CH2:27][CH3:28])=[O:25]>>[CH3:1][O:2][C:3]1[CH:4]=[CH:5][C:6]([C:7]([NH:9][CH:10]([C:11]([C:13]2[O:14][CH:15]=[CH:16][CH:17]=2)=[O:12])[CH2:23][C:24]([O:26][CH2:27][CH3:28])=[O:25])=[O:8])=[CH:18][CH:19]=1 |f:1.2|. Procedure details: 11.0 g of N-(4-methoxybenzoyl)-(2-furylcarbonyl)methylamine, 2.0 g of 61% sodium hydride and 7.8 g of ethyl bromoacetate are treated in the same manner ad described in Preparation 1-(2). 10.7 g of ethyl 3-(4-methoxybenzoylamino)-3-(2-furylcarbonyl)propionate are thereby obtained. Yield: 72.8%